This data is from the Open Reaction Database (ORD), a public repository of structured organic reaction records. The task is: describe an organic reaction: reactants, conditions, products, and yield Starting materials: Cl.COC(=O)C1(CC2=CC=CC=C2C1)N (2-Amino-indane-2-carboxylic acid methyl ester hydrochloride), BrC=1C=C(C(=O)O)C=CC1OC (3-Bromo-4-methoxybenzoic acid), acid chloride. Run in C(Cl)Cl (DCM), S(=O)(Cl)Cl (thionyl chloride). Run at temperature 60 celsius, time 30 minute. Yields the product COC(=O)C1(CC2=CC=CC=C2C1)NC(C1=CC(=C(C=C1)OC)Br)=O (2-(3-Bromo-4-methoxy-benzoylamino)-indane-2-carboxylic acid methyl ester). Yield: 81.8%. As a reaction SMILES: [Br:1][C:2]1[CH:3]=[C:4]([CH:8]=[CH:9][C:10]=1[O:11][CH3:12])[C:5]([OH:7])=O.Cl.[CH3:14][O:15][C:16]([C:18]1([NH2:27])[CH2:26][C:25]2[C:20](=[CH:21][CH:22]=[CH:23][CH:24]=2)[CH2:19]1)=[O:17]>S(Cl)(Cl)=O.C(Cl)Cl>[CH3:14][O:15][C:16]([C:18]1([NH:27][C:5](=[O:7])[C:4]2[CH:8]=[CH:9][C:10]([O:11][CH3:12])=[C:2]([Br:1])[CH:3]=2)[CH2:26][C:25]2[C:20](=[CH:21][CH:22]=[CH:23][CH:24]=2)[CH2:19]1)=[O:17] |f:1.2|. Procedure details: 3-Bromo-4-methoxybenzoic acid (22.8 g, 98.8 mmol) was dissolved in thionyl chloride (42 ml) and stirred at 60° C. for 30 min. The volatiles were evaporated in vacuo and the residue was stripped with dioxane. The obtained acid chloride was dissolved in DCM (50 ml). 2-Amino-indane-2-carboxylic acid methyl ester hydrochloride (15.0 g, 65.9 mmol) was suspended in DCM (100 ml), EDIA (10.2 g, 79.1 mmol) was added, the mixture was cooled in an ice bath, and the solution of the acid chloride was slowly ... Reactants: S(=O)(=O)(Cl)Cl (Sulfuryl chloride), COC1=CC2=C(NC(=N2)C(F)(F)F)C=C1 (5-(methyloxy)-2-(trifluoromethyl)-1H-benzimidazole), C(=O)(O)[O-].[Na+] (NaHCO3). Solvent: CCOC(=O)C (EtOAc), O (H2O), CC(=O)O (HOAc). Run at time 2 hour. Yields the product ClC1=C(C=CC=2NC(=NC21)C(F)(F)F)OC (4-Chloro-5-(methyloxy)-2-(trifluoromethyl)-1H-benzimidazole). Yield: 80.2%. RXN SMILES: S(Cl)([Cl:4])(=O)=O.[CH3:6][O:7][C:8]1[CH:20]=[CH:19][C:11]2[NH:12][C:13]([C:15]([F:18])([F:17])[F:16])=[N:14][C:10]=2[CH:9]=1.C([O-])(O)=O.[Na+]>CC(O)=O.CCOC(C)=O.O>[Cl:4][C:9]1[C:10]2[N:14]=[C:13]([C:15]([F:17])([F:18])[F:16])[NH:12][C:11]=2[CH:19]=[CH:20][C:8]=1[O:7][CH3:6] |f:2.3|. Reported procedure: Sulfuryl chloride (0.39 mL, 4.86 mmol) was added dropwise to a 0° C. solution of 5-(methyloxy)-2-(trifluoromethyl)-1H-benzimidazole (1.0 g, 4.63 mmol) in HOAc (10 mL). The ice bath was removed and the mixture was allowed to stir at rt for 2 h. The concentrated reaction mixture was suspended in a mixture of EtOAc and H2O and the pH was adjusted to 7 with saturated aqueous NaHCO3. The reaction was partitioned and the aqueous portion was extracted with EtOAc. The combined organic fractions were was... Reactants: C1(C=2C(C(N1CCCCCCOC(C(C(=O)C)=CC1=C(C=CC=C1)[N+](=O)[O-])=O)=O)=CC=CC2)=O (2-(2-nitrobenzylidene)-aceto acetic acid-(6-phthalimidohexyl)ester), COC(\C=C(\C)/N)=O (3-amino-crotonic acid methyl ester). Product: CC=1NC(=C(C(C1C(=O)OC)C1=C(C=CC=C1)[N+](=O)[O-])C(=O)OCCCCCCN1C(C=2C(C1=O)=CC=CC2)=O)C (1,4-Dihydro-2,6-dimethyl-3-methoxycarbonyl-4-(2-nitrophenyl)-5-(6-phthalimidohexyloxy)carbonyl-pyridine). The yield is 34.5%. As a reaction SMILES: [C:1]1(=[O:34])[N:5]([CH2:6][CH2:7][CH2:8][CH2:9][CH2:10][CH2:11][O:12][C:13](=[O:28])[C:14](=[CH:18][C:19]2[CH:24]=[CH:23][CH:22]=[CH:21][C:20]=2[N+:25]([O-:27])=[O:26])[C:15]([CH3:17])=O)[C:4](=[O:29])[C:3]2=[CH:30][CH:31]=[CH:32][CH:33]=[C:2]12.[CH3:35][O:36][C:37](=[O:42])/[CH:38]=[C:39](\[NH2:41])/[CH3:40]>>[CH3:40][C:39]1[NH:41][C:15]([CH3:17])=[C:14]([C:13]([O:12][CH2:11][CH2:10][CH2:9][CH2:8][CH2:7][CH2:6][N:5]2[C:4](=[O:29])[C:3]3=[CH:30][CH:31]=[CH:32][CH:33]=[C:2]3[C:1]2=[O:34])=[O:28])[CH:18]([C:19]2[CH:24]=[CH:23][CH:22]=[CH:21][C:20]=2[N+:25]([O-:27])=[O:26])[C:38]=1[C:37]([O:36][CH3:35])=[O:42]. Procedure details: Prepared by a method analogous to that of Example 7(a) from 23.0 g (50 mmol) of 2-(2-nitrobenzylidene)-aceto acetic acid-(6-phthalimidohexyl)ester and 5.7 g (50 mmol) of 3-amino-crotonic acid methyl ester. 9.7 g (35%) of a dark yellow oil obtained after column chromatographic purification on silica gel with dichloromethane/methanol (98:2) as solvent. Run in C(Cl)Cl (DCM). Procedure: Compound 25 was synthesized from compound 285 (1.87 mmol) and compound 219 (2.43 mmol) as described for compound 22 at a temperature of 110° C. DCM was added and the mixture was washed sequentially with saturated NH4Cl and brine. The organic layer was dried over MgSO4, filtered, and concentrated under reduced pressure. The crude was purified two times by silica gel chromatography (eluent: petroleum ether/EtOAc 5 to 10% and petroleum ether/DCM 20 to 60%) to give compound 25 as a colorless oil in ... Starting materials: ClC1=NC(=NC(=C1)OCC1=CC=C(C=C1)OC)C=1SC=C(N1)C(F)(F)F (4-chloro-6-(4-methoxy-benzyloxy)-2-(4-trifluoromethyl-thiazol-2-yl)pyrimidine), C(C)(C)C=1N=C(SC1)[Sn](CCCC)(CCCC)CCCC (4-isopropyl-2-(tributylstannyl)thiazole), COC1=CC(=NC(=C1)C=1SC=C(N1)C(F)(F)F)C=1SC=C(N1)C (4-methoxy-2-(4-methyl-thiazol-2-yl)-6-(4-trifluoromethyl-thiazol-2-yl)-pyridine). Reaction SMILES: Cl[C:2]1[CH:7]=[C:6]([O:8][CH2:9][C:10]2[CH:15]=[CH:14][C:13]([O:16][CH3:17])=[CH:12][CH:11]=2)[N:5]=[C:4]([C:18]2[S:19][CH:20]=[C:21]([C:23]([F:26])([F:25])[F:24])[N:22]=2)[N:3]=1.[CH:27]([C:30]1[N:31]=[C:32]([Sn](CCCC)(CCCC)CCCC)[S:33][CH:34]=1)([CH3:29])[CH3:28].COC1C=C(C2SC=C(C(F)(F)F)N=2)N=C(C2SC=C(C)N=2)C=1>C(Cl)Cl>[CH:27]([C:30]1[N:31]=[C:32]([C:2]2[CH:7]=[C:6]([O:8][CH2:9][C:10]3[CH:15]=[CH:14][C:13]([O:16][CH3:17])=[CH:12][CH:11]=3)[N:5]=[C:4]([C:18]3[S:19][CH:20]=[C:21]([C:23]([F:26])([F:25])[F:24])[N:22]=3)[N:3]=2)[S:33][CH:34]=1)([CH3:29])[CH3:28]. Yields the product C(C)(C)C=1N=C(SC1)C1=NC(=NC(=C1)OCC1=CC=C(C=C1)OC)C=1SC=C(N1)C(F)(F)F (4-isopropyl-2-(6-(4-methoxybenzyloxy)-2-(4-(trifluoromethyl)thiazol-2-yl)pyrimidin-4-yl)thiazole). The reactants are N1N=C(C2=CC=CC=C12)C(=O)O (indazole-3-carboxylic acid), CO (methanol), S(=O)(Cl)Cl (thionyl chloride). Product: N1N=C(C2=CC=CC=C12)C(=O)OC (methyl 1H-indazol-3-yl carboxylate). Isolated yield 92.0%. RXN SMILES: [NH:1]1[C:9]2[C:4](=[CH:5][CH:6]=[CH:7][CH:8]=2)[C:3]([C:10]([OH:12])=[O:11])=[N:2]1.S(Cl)(Cl)=O.[CH3:17]O>>[NH:1]1[C:9]2[C:4](=[CH:5][CH:6]=[CH:7][CH:8]=2)[C:3]([C:10]([O:12][CH3:17])=[O:11])=[N:2]1. Procedure: To a stirred solution of indazole-3-carboxylic acid (80.5 grams, 0.497 mmol, obtained in above step) in methanol (2 L) cooled at 0° C. was added thionyl chloride (120 mL, 1.59 mmol) over a period of 1 hour. The reaction temperature was gradually raised and the reaction mixture was refluxed for 5 hours. The volatiles were removed and the crude mass was diluted with dichloromethane, washed with aqueous sodium bicarbonate, dried over anhydrous sodium sulphate and the solvent was removed under reduc... Starting materials: C1CCOC1, CCN, Cc1ccnc(C=O)c1. Product: CCNCc1cc(C)ccn1. Reaction SMILES: [CH2:13]1[O:14][CH2:15][CH2:16][CH2:17]1.[CH3:10][CH2:11][NH2:12].[CH3:1][c:2]1[cH:3][c:4]([CH:8]=[O:9])[n:5][cH:6][cH:7]1>>[CH3:1][c:2]1[cH:3][c:4]([CH2:8][NH:12][CH2:11][CH3:10])[n:5][cH:6][cH:7]1. Starting materials: COC(C(CC1CCCC1)C1=CC=C(C=C1)SC)=O (3-Cyclopentyl-2-(4-methylsulfanyl-phenyl)propionic acid methyl ester), CNC(=O)N (methyl urea), C[O-].[Mg+2].C[O-] (magnesium methoxide), CO (methanol). Run at temperature 25 celsius. The product is hexanes ethyl acetate, C1(CCCC1)CC(C(=O)NC(=O)NC)C1=CC=C(C=C1)SC (1-[3-cyclopentyl-2-(4-methylsulfanyl-phenyl)-propionyl]-3-methyl urea). The yield is 30.6%. As a reaction SMILES: CO[C:3](=[O:19])[CH:4]([C:11]1[CH:16]=[CH:15][C:14]([S:17][CH3:18])=[CH:13][CH:12]=1)[CH2:5][CH:6]1[CH2:10][CH2:9][CH2:8][CH2:7]1.[CH3:20][NH:21][C:22]([NH2:24])=[O:23].C[O-].[Mg+2].C[O-].CO>>[CH:6]1([CH2:5][CH:4]([C:11]2[CH:12]=[CH:13][C:14]([S:17][CH3:18])=[CH:15][CH:16]=2)[C:3]([NH:24][C:22]([NH:21][CH3:20])=[O:23])=[O:19])[CH2:7][CH2:8][CH2:9][CH2:10]1 |f:2.3.4|. Reported procedure: 3-Cyclopentyl-2-(4-methylsulfanyl-phenyl)propionic acid methyl ester (400 mg, 1.44 mmol) and methyl urea (267 mg, 3.60 mmol) were treated with a solution of magnesium methoxide in methanol (7.4 wt %, 5.6 mL, 3.89 mmol). The reaction mixture was then concentrated in vacuo to approximately one-half the volume of methanol. The resulting reaction mixture was then heated under reflux for 15 h. The reaction mixture was allowed to cool to 25° C., filtered through celite, and the celite was thoroughly w... Reactants: CC1CCNCC1, Clc1nsnc1-c1cccnc1, CN(C)C=O. The product is CC1CCN(c2nsnc2-c2cccnc2)CC1. Reaction SMILES: [CH3:13][CH:14]1[CH2:15][CH2:16][NH:17][CH2:18][CH2:19]1.[Cl:1][c:2]1[c:3](-[c:7]2[cH:8][n:9][cH:10][cH:11][cH:12]2)[n:4][s:5][n:6]1.[O:20]=[CH:21][N:22]([CH3:23])[CH3:24]>>[c:2]1([N:17]2[CH2:16][CH2:15][CH:14]([CH3:13])[CH2:19][CH2:18]2)[c:3](-[c:7]2[cH:8][n:9][cH:10][cH:11][cH:12]2)[n:4][s:5][n:6]1. Starting materials: C/C/1=C(/C(=O)OC1=O)\C (dimethylmaleic acid anhydride), ClC=1C=C(N)C=CC1Cl (3,4-dichloroaniline). Yields the product ClC=1C=C(C=CC1Cl)N1C(C(=C(C1=O)C)C)=O (N-(3,4-dichlorophenyl)-dimethyl-maleimide). As a reaction SMILES: [CH3:1][C:2]1=[C:3]([CH3:9])[C:4]([O:6][C:7]1=O)=[O:5].[Cl:10][C:11]1[CH:12]=[C:13]([CH:15]=[CH:16][C:17]=1[Cl:18])[NH2:14]>>[Cl:10][C:11]1[CH:12]=[C:13]([N:14]2[C:7](=[O:6])[C:2]([CH3:1])=[C:3]([CH3:9])[C:4]2=[O:5])[CH:15]=[CH:16][C:17]=1[Cl:18]. Procedure: In a manner analogous to that of Example 2, 26.2 g (0.2 mole) of dimethylmaleic acid anhydride and 32.6 g (0.2 mole) of 3,4-dichloroaniline are condensed to give N-(3,4-dichlorophenyl)-dimethyl-maleimide, which is then dissolved in 300 ml of methanol. To this solution is slowly added in portions, with stirring, 10.8 g of sodium borohydride. After the addition is complete and the generation of gas has subsided, the reaction mixture is poured into ice water. The white precipitate is filtered off, ...